This data is from the Open Reaction Database (ORD), a public repository of structured organic reaction records. The task is: describe an organic reaction: reactants, conditions, products, and yield Reactants: ClC1=NN(C(=C1)C1=CC=C(C=C1)S(=O)(=O)C)C1=CC(=CC=C1)OC (3-chloro-1-(3-methoxyphenyl)-5-[4-(methylsulfonyl)phenyl]pyrazole), [N+](=O)(O)[O-] (nitric acid), O (water). Run in C(C)(=O)OC(C)=O (acetic anhydride), C(C)(=O)O (acetic acid). Reaction conditions: temperature 0 celsius, time 2 hour. The product is ClC1=NN(C(=C1)C1=CC=C(C=C1)S(=O)(=O)C)C1=CC(=C(C=C1)[N+](=O)[O-])OC (3-chloro-1-(3-methoxy-4-nitro-phenyl)-5-[4-(methylsulfonyl)phenyl]pyrazole). RXN SMILES: [Cl:1][C:2]1[CH:6]=[C:5]([C:7]2[CH:12]=[CH:11][C:10]([S:13]([CH3:16])(=[O:15])=[O:14])=[CH:9][CH:8]=2)[N:4]([C:17]2[CH:22]=[CH:21][CH:20]=[C:19]([O:23][CH3:24])[CH:18]=2)[N:3]=1.[N+:25]([O-])([OH:27])=[O:26].O>C(OC(=O)C)(=O)C.C(O)(=O)C>[Cl:1][C:2]1[CH:6]=[C:5]([C:7]2[CH:12]=[CH:11][C:10]([S:13]([CH3:16])(=[O:14])=[O:15])=[CH:9][CH:8]=2)[N:4]([C:17]2[CH:22]=[CH:21][C:20]([N+:25]([O-:27])=[O:26])=[C:19]([O:23][CH3:24])[CH:18]=2)[N:3]=1. Reported procedure: To a solution of 3-chloro-1-(3-methoxyphenyl)-5-[4-(methylsulfonyl)phenyl]pyrazole (575 mg) in acetic anhydride (10 ml) and acetic acid (1 ml) was added nitric acid (fuming) (500 ml) at 0° C. After being stirred at 0° C. for 2 hours, the reaction mixture was poured into water, and extracted with dichloromethane. The organic layer was dried over magnesium sulfate, and filtered. The filtrate was evaporated in vacuo, and purified by column chromatography using dichloromethane as eluent to give 3-ch...